Dataset: the Open Reaction Database (ORD), a public repository of structured organic reaction records. Task: describe an organic reaction: reactants, conditions, products, and yield Starting materials: O (water), ClC1=C(C(=C(C(=O)OCC)C=C1)[N+](=O)[O-])NC (ethyl 4-chloro-3-(methylamino)-2-nitrobenzoate), [OH-].[Li+] (lithium hydroxide). Solvent: O1CCCC1 (tetrahydrofuran). Reaction conditions: time 8 hour. The product is ClC1=C(C(=C(C(=O)O)C=C1)[N+](=O)[O-])NC (4-chloro-3-(methylamino)-2-nitrobenzoic acid). Reaction SMILES: [Cl:1][C:2]1[CH:12]=[CH:11][C:5]([C:6]([O:8]CC)=[O:7])=[C:4]([N+:13]([O-:15])=[O:14])[C:3]=1[NH:16][CH3:17].O.[OH-].[Li+]>O1CCCC1>[Cl:1][C:2]1[CH:12]=[CH:11][C:5]([C:6]([OH:8])=[O:7])=[C:4]([N+:13]([O-:15])=[O:14])[C:3]=1[NH:16][CH3:17] |f:2.3|. Procedure: 3.01 g (11.6 mmol) of ethyl 4-chloro-3-(methylamino)-2-nitrobenzoate were dissolved in 35 ml of tetrahydrofuran and 22 ml of water and this solution was admixed with 0.5 g (20.9 mmol) of lithium hydroxide. It was left with stirring for 8 h and then concentrated. The residue was taken up in water and washed with methylene chloride, and the aqueous phase was then adjusted to a pH of 1 using a KHSO4 solution. The precipitate was isolated by filtration with suction, washed with water, and dried unde... Starting materials: CC(C)CCN, CCOC(=O)C1=Cc2cc(Cl)c(F)cc2OC1C(F)(F)F, [K+], [K+], O=C([O-])[O-], CN(C)C=O. The product is CCOC(=O)C1=Cc2cc(Cl)c(NCCC(C)C)cc2OC1C(F)(F)F. Reaction SMILES: [CH2:22]([CH2:23][CH:24]([CH3:25])[CH3:26])[NH2:27].[Cl:1][c:2]1[cH:3][c:4]2[c:9]([cH:10][c:11]1[F:12])[O:8][CH:7]([C:13]([F:14])([F:15])[F:16])[C:6]([C:17](=[O:18])[O:19][CH2:20][CH3:21])=[CH:5]2.[K+:28].[K+:29].[O-:30][C:31]([O-:32])=[O:33].[O:34]=[CH:35][N:36]([CH3:37])[CH3:38]>>[Cl:1][c:2]1[cH:3][c:4]2[c:9]([cH:10][c:11]1[NH:27][CH2:22][CH2:23][CH:24]([CH3:25])[CH3:26])[O:8][CH:7]([C:13]([F:14])([F:15])[F:16])[C:6]([C:17](=[O:18])[O:19][CH2:20][CH3:21])=[CH:5]2. The reactants are C(C)N(C(C)C)C(C)C (ethyl diisopropylamine), C1(CCCC(=O)O1)=O (glutaric anhydride), C1=CC=CC=2C(C3=C(C=CC21)C=CC=C3)C3CCNCC3 (4-(5H-dibenzo[a,d]cyclohepten-5-yl)-piperidine). The reagents and catalysts are CN(C1=CC=NC=C1)C (4-dimethylaminopyridine). Run in C(Cl)Cl (methylene chloride). Reaction conditions: time 2 hour. Product: C1=CC=CC=2C(C3=C(C=CC21)C=CC=C3)C3CCN(CC3)C(CCCC(=O)O)=O (4-(5H-dibenzo[a,d]cyclohepten-5-yl)-δ-oxo-1-piperidinepentanoic acid). RXN SMILES: C(N(C(C)C)C(C)C)C.[C:10]1(=[O:17])[O:16][C:14](=[O:15])[CH2:13][CH2:12][CH2:11]1.[CH:18]1[C:28]2[CH:27]=[CH:26][C:25]3[CH:29]=[CH:30][CH:31]=[CH:32][C:24]=3[CH:23]([CH:33]3[CH2:38][CH2:37][NH:36][CH2:35][CH2:34]3)[C:22]=2[CH:21]=[CH:20][CH:19]=1>CN(C)C1C=CN=CC=1.C(Cl)Cl>[CH:29]1[C:25]2[CH:26]=[CH:27][C:28]3[CH:18]=[CH:19][CH:20]=[CH:21][C:22]=3[CH:23]([CH:33]3[CH2:34][CH2:35][N:36]([C:14](=[O:15])[CH2:13][CH2:12][CH2:11][C:10]([OH:16])=[O:17])[CH2:37][CH2:38]3)[C:24]=2[CH:32]=[CH:31][CH:30]=1. Reported procedure: 0.04 gram (0.36 millimole) of 4-dimethylaminopyridine, 0.94 gram (7.26 millimoles) of ethyl diisopropylamine, and 0.41 gram (3.63 millimoles) of glutaric anhydride were added successively to a solution of 1.00 gram (3.63 millimoles) of 4-(5H-dibenzo[a,d]cyclohepten-5-yl)-piperidine and the resulting mixture stirred at ambient temperature for two hours. The reaction mixture was diluted with 100 milliliters of methylene chloride and washed with aqueous hydrochloric acid and then with brine. The wa... Reported procedure: A solution of 2-ethoxy-[3-(6-methoxy-m-tolyl)-1,2-benzisothiazol-5-yl]-6-(trifluoromethyl)-4(3H)-pyrimidinone (0.490 g, 1.06 mmol) in methylene chloride is cooled to -5° C., treated with a 1 M solution of boron tribromide in methylene chloride (1.38 mL, 1.38 mmol), stirred for six hours, washed sequentially with water and brine, dried over anhydrous magnesium sulfate, and concentrated in vacuo to give the title product as an off-white solid which is identified by NMR spectral analysis. RXN SMILES: [CH2:1]([O:3][C:4]1[N:9]([C:10]2[CH:11]=[CH:12][C:13]3[S:17][N:16]=[C:15]([C:18]4[CH:19]=[C:20]([CH3:26])[C:21]([O:24]C)=[CH:22][CH:23]=4)[C:14]=3[CH:27]=2)[C:8](=[O:28])[CH:7]=[C:6]([C:29]([F:32])([F:31])[F:30])[N:5]=1)[CH3:2].B(Br)(Br)Br>C(Cl)Cl>[CH2:1]([O:3][C:4]1[N:9]([C:10]2[CH:11]=[CH:12][C:13]3[S:17][N:16]=[C:15]([C:18]4[CH:19]=[C:20]([CH3:26])[C:21]([OH:24])=[CH:22][CH:23]=4)[C:14]=3[CH:27]=2)[C:8](=[O:28])[CH:7]=[C:6]([C:29]([F:32])([F:30])[F:31])[N:5]=1)[CH3:2]. Solvent: C(Cl)Cl (methylene chloride), C(Cl)Cl (methylene chloride). Conditions: time 6 hour. The product is C(C)OC1=NC(=CC(N1C=1C=CC2=C(C(=NS2)C=2C=C(C(=CC2)O)C)C1)=O)C(F)(F)F (2-Ethoxy-3-[3-(6-hydroxy-m-tolyl)-1,2-benzisothiazol-5-yl]-6-(trifluoromethyl)-4(3H)-pyrimidinone). The reactants are solution, B(Br)(Br)Br (boron tribromide), C(C)OC1=NC(=CC(N1C=1C=CC2=C(C(=NS2)C=2C=C(C(=CC2)OC)C)C1)=O)C(F)(F)F (2-ethoxy-[3-(6-methoxy-m-tolyl)-1,2-benzisothiazol-5-yl]-6-(trifluoromethyl)-4(3H)-pyrimidinone). Starting materials: Br.CNC=1C=C(C(CBr)=O)C=CC1 (3-methylamino phenacyl bromide hydrobromide), C(N)(=N)NC(=S)N (amidinothiourea). The solvent is C(C)O (ethanol). Yields the product N(C(=N)N)C=1SC=C(N1)C1=CC(=CC=C1)NC (2-Guanidino-4-(3-methylamino-phenyl)-thiazole). Isolated yield 71.8%. RXN SMILES: Br.[CH3:2][NH:3][C:4]1[CH:5]=[C:6]([CH:11]=[CH:12][CH:13]=1)[C:7](=O)[CH2:8]Br.[C:14]([NH:17][C:18]([NH2:20])=[S:19])(=[NH:16])[NH2:15]>C(O)C>[NH:17]([C:18]1[S:19][CH:8]=[C:7]([C:6]2[CH:11]=[CH:12][CH:13]=[C:4]([NH:3][CH3:2])[CH:5]=2)[N:20]=1)[C:14]([NH2:16])=[NH:15] |f:0.1|. Procedure details: A mixture of 20 gm of 3-methylamino phenacyl bromide hydrobromide, 7.65 gm of amidinothiourea and 100 ml of ethanol was refluxed for 4 hours, and then cooled to room temperature. The dihydrobromide which separated out was filtered off, dissolved in water, and the solution was made alkaline with 10% sodium hydroxide. The free base was collected and dried, yielding 11.5 gm of the title compound, m.p. 198°-200° C. Starting materials: Cc1nc(-c2cccnc2Nc2ccc(NC(=O)C3CC3)cc2)c2ncn(C3CCCCO3)c2n1, ClCCl, O=C(O)C(F)(F)F. Yields the product Cc1nc(-c2cccnc2Nc2ccc(NC(=O)C3CC3)cc2)c2nc[nH]c2n1. As a reaction SMILES: [CH3:1][c:2]1[n:3][c:4](-[c:17]2[c:18]([NH:23][c:24]3[cH:25][cH:26][c:27]([NH:30][C:31](=[O:32])[CH:33]4[CH2:34][CH2:35]4)[cH:28][cH:29]3)[n:19][cH:20][cH:21][cH:22]2)[c:5]2[n:6][cH:7][n:8]([CH:11]3[CH2:12][CH2:13][CH2:14][CH2:15][O:16]3)[c:9]2[n:10]1.[Cl:43][CH2:44][Cl:45].[OH:36][C:37]([C:38]([F:39])([F:40])[F:41])=[O:42]>>[CH3:1][c:2]1[n:3][c:4](-[c:17]2[c:18]([NH:23][c:24]3[cH:25][cH:26][c:27]([NH:30][C:31](=[O:32])[CH:33]4[CH2:34][CH2:35]4)[cH:28][cH:29]3)[n:19][cH:20][cH:21][cH:22]2)[c:5]2[n:6][cH:7][nH:8][c:9]2[n:10]1.